From a dataset of the Open Reaction Database (ORD), a public repository of structured organic reaction records. describe an organic reaction: reactants, conditions, products, and yield Starting materials: Cc1cccnc1Br, [H-], [Na+], C1CCOC1, O, SCc1ccccc1. Product: Cc1cccnc1SCc1ccccc1. As a reaction SMILES: [Br:11][c:12]1[n:13][cH:14][cH:15][cH:16][c:17]1[CH3:18].[H-:1].[Na+:2].[O:19]1[CH2:20][CH2:21][CH2:22][CH2:23]1.[OH2:24].[c:3]1([CH2:9][SH:10])[cH:4][cH:5][cH:6][cH:7][cH:8]1>>[c:3]1([CH2:9][S:10][c:12]2[n:13][cH:14][cH:15][cH:16][c:17]2[CH3:18])[cH:4][cH:5][cH:6][cH:7][cH:8]1. Reactants: COC(OC(C)C)c1ccc(Br)cc1Br, COC(C)(C)C, [Li]CCCC, CCCCCC, Cc1ccccc1, [Cl-], [NH4+]. The product is COC(OC(C)C)c1ccccc1Br. Reaction SMILES: [Br:1][c:2]1[c:3]([CH:9]([O:10][CH3:11])[O:12][CH:13]([CH3:14])[CH3:15])[cH:4][cH:5][c:6]([Br:8])[cH:7]1.[C:36]([O:37][CH3:38])([CH3:39])([CH3:40])[CH3:41].[CH2:16]([Li:17])[CH2:18][CH2:19][CH3:20].[CH3:21][CH2:22][CH2:23][CH2:24][CH2:25][CH3:26].[CH3:29][c:30]1[cH:31][cH:32][cH:33][cH:34][cH:35]1.[Cl-:27].[NH4+:28]>>[Br:1][c:2]1[c:3]([CH:9]([O:10][CH3:11])[O:12][CH:13]([CH3:14])[CH3:15])[cH:4][cH:5][cH:6][cH:7]1. Reaction conditions: time 30 minute. Yields the product OC1=C(C=CC=C1)[C@H]1SC[C@H](N1C(CCS)=O)C(=O)N[C@@H](CO)C(=O)O ((2S)-N-[(2R,4R)-[2-(2-Hydroxyphenyl)-3-(3-mercaptopropanoyl)-4-thiazolidinyl]carbonyl]serine). As a reaction SMILES: Cl.C([S:5][CH2:6][CH2:7][C:8]([N:10]1[C@H:14]([C:15]([NH:17][C@H:18]([C:21]([OH:23])=[O:22])[CH2:19][OH:20])=[O:16])[CH2:13][S:12][C@@H:11]1[C:24]1[CH:29]=[CH:28][CH:27]=[CH:26][C:25]=1[OH:30])=[O:9])(=O)C>O.N>[OH:30][C:25]1[CH:26]=[CH:27][CH:28]=[CH:29][C:24]=1[C@@H:11]1[N:10]([C:8](=[O:9])[CH2:7][CH2:6][SH:5])[C@H:14]([C:15]([NH:17][C@H:18]([C:21]([OH:23])=[O:22])[CH2:19][OH:20])=[O:16])[CH2:13][S:12]1 |f:2.3|. The solvent is O.N (ammonia water). Reported procedure: In 10 ml of 28% ammonia water 0.5 g of (2S)-N-[(2R,4R)-[3-(S-acetyl-3-mercaptopropanoyl)-2-(2-hydroxyphenyl)-4-thiazolidinyl]carbonyl]serine is dissolved. The solution is stirred at room temperature for 30 minutes, and acidified with hydrochloric acid after removing excess ammonia. The separated oil is extracted with ethyl acetate. The organic layer is washed with saturated aqueous sodium chloride solution, dried over anhydrous magnesium sulfate, and ethyl acetate is removed to give 0.4 g (88%) ... The reactants are C(C)(=O)SCCC(=O)N1[C@H](SC[C@H]1C(=O)N[C@@H](CO)C(=O)O)C1=C(C=CC=C1)O ((2S)-N-[(2R,4R)-[3-(S-acetyl-3-mercaptopropanoyl)-2-(2-hydroxyphenyl)-4-thiazolidinyl]carbonyl]serine), Cl (hydrochloric acid). Isolated yield 88.0%. Reactants: O (water), FCCOC1=CC=C(C=O)C=C1 (4-(2-fluoroethoxy)benzaldehyde), [BH4-].[Na+] (sodium borohydride), [BH4-].[Na+] (sodium borohydride). Run in C(C)O (ethanol). Run at time 2 hour. The product is FCCOC1=CC=C(CO)C=C1 (4-(2-fluoroethoxy)benzyl alcohol). Yield: 89.9%. RXN SMILES: [F:1][CH2:2][CH2:3][O:4][C:5]1[CH:12]=[CH:11][C:8]([CH:9]=[O:10])=[CH:7][CH:6]=1.[BH4-].[Na+].O>C(O)C>[F:1][CH2:2][CH2:3][O:4][C:5]1[CH:12]=[CH:11][C:8]([CH2:9][OH:10])=[CH:7][CH:6]=1 |f:1.2|. Reported procedure: The crude 4-(2-fluoroethoxy)benzaldehyde (35.6 g) was dissolved in 140 ml of ethanol, and 11.0 g of sodium borohydride was carefully added to the solution at 47° to 50° C. After adding sodium borohydride, the reaction was carried out at 50° C. for 2 hours. After the reaction, the reaction mixture was cooled to room temperature and water was added. The mixture was extracted with toluene. The toluene layer was washed with water and dried over anhydrous sodium sulfate. Toluene was evaporated under ... The reactants are N1(N=CN=C1)CC(=[N+](C)[O-])C1=CC2=CC=CC=C2C=C1 (2-(1H-1,2,4-triazol-1-yl)-N-methyl-1-(2-naphthalenyl)ethanimine N-oxide), C1(=CC=CC=C1)\C=C\C=C (trans-1-phenyl-1,3-butadiene), C(C)(=O)OCC.CCCCC (ethyl acetate pentane). The solvent is C1(=CC=CC=C1)C (toluene). The product is CN1OC(CC1(CN1N=CN=C1)C1=CC2=CC=CC=C2C=C1)\C=C\C1=CC=CC=C1 (2-Methyl-3-(2-naphthalenyl)-5-(2-trans-phenylethenyl)-3-(1H-1,2,4-triazol-1-ylmethyl)isoxazolidine). Reaction SMILES: [N:1]1([CH2:6][C:7]([C:11]2[CH:20]=[CH:19][C:18]3[C:13](=[CH:14][CH:15]=[CH:16][CH:17]=3)[CH:12]=2)=[N+:8]([O-:10])[CH3:9])[CH:5]=[N:4][CH:3]=[N:2]1.[C:21]1(/[CH:27]=[CH:28]/[CH:29]=[CH2:30])[CH:26]=[CH:25][CH:24]=[CH:23][CH:22]=1.C(OCC)(=O)C.CCCCC>C1(C)C=CC=CC=1>[CH3:9][N:8]1[C:7]([C:11]2[CH:20]=[CH:19][C:18]3[C:13](=[CH:14][CH:15]=[CH:16][CH:17]=3)[CH:12]=2)([CH2:6][N:1]2[CH:5]=[N:4][CH:3]=[N:2]2)[CH2:30][CH:29](/[CH:28]=[CH:27]/[C:21]2[CH:26]=[CH:25][CH:24]=[CH:23][CH:22]=2)[O:10]1 |f:2.3|. Procedure: A mixture of 2-(1H-1,2,4-triazol-1-yl)-N-methyl-1-(2-naphthalenyl)ethanimine N-oxide (15.0 g, 0.056 mol) and trans-1-phenyl-1,3-butadiene (11.0 g, 0.084 mol) in 500 ml toluene is heated to 95°-105° C. for 48 hours, then cooled and evaporated to dryness. The resulting oil is decolorized with carbon and purified by flash chromatography on silica gel (eluent comprised of 90% ethyl acetate and 10% hexane by volume) giving two diastereomers. Isomer A (5.66 g) has a melting point of 80°-84° C. (ethyl ... Reactants: C(C1=CC=CC=C1)N1C(=CC2=C1C=C(C=1N2C(=NN1)C)[N+](=O)[O-])C (6-Benzyl-1,7-dimethyl-4-nitro-6H-pyrrolo[2,3-e][1,2,4]triazolo[4,3-a]pyridine). The reagents and catalysts are [Pd] (Palladium). Solvent: CO (methanol), O1CCCC1 (tetrahydrofuran). The product is C(C1=CC=CC=C1)N1C(=CC2=C1C=C(C=1N2C(=NN1)C)N)C (6-Benzyl-1,7-dimethyl-6H-pyrrolo[2,3-e][1,2,4]triazolo[4,3-a]pyridin-4-amine). As a reaction SMILES: [CH2:1]([N:8]1[C:12]2[CH:13]=[C:14]([N+:21]([O-])=O)[C:15]3[N:16]([C:17]([CH3:20])=[N:18][N:19]=3)[C:11]=2[CH:10]=[C:9]1[CH3:24])[C:2]1[CH:7]=[CH:6][CH:5]=[CH:4][CH:3]=1>CO.O1CCCC1.[Pd]>[CH2:1]([N:8]1[C:12]2[CH:13]=[C:14]([NH2:21])[C:15]3[N:16]([C:17]([CH3:20])=[N:18][N:19]=3)[C:11]=2[CH:10]=[C:9]1[CH3:24])[C:2]1[CH:3]=[CH:4][CH:5]=[CH:6][CH:7]=1. Procedure details: A degassed suspension of 6-benzyl-1,7-dimethyl-4-nitro-6H-pyrrolo[2,3-e][1,2,4]triazolo[4,3-a]pyridine (0.20 g, 0.62 mmol, from Step 2) in methanol (20 mL) and tetrahydrofuran (20 mL) was hydrogenated over Palladium (10% on carbon (Degussa type, Aldrich), 0.066 g, 0.062 mmol) under 1 atm H2 overnight. The reaction mixture was filtered, and the solvent was removed in vacuo. The product was purified by flash chromatography, eluting with 7% MeOH/DCM (0.7% NH4OH). The product thus obtained (190 mg) ... The reactants are C(C=C)N(C1=CC(=C(C#N)C=C1)C(F)(F)F)CC(F)(F)F (4-[2-propen-1-yl(2,2,2-trifluoroethyl)amino]-2-(trifluoromethyl)benzonitrile), 197, 170, BrC1=CC=CC=C1 (bromobenzene), 281. Product: C1(=CC=CC=C1)CCCN(C1=CC(=C(C#N)C=C1)C(F)(F)F)CC(F)(F)F (4-[(3-Phenylpropyl)(2,2,2-trifluoroethyl)amino]-2-(trifluoromethyl)benzonitrile). As a reaction SMILES: [CH2:1]([N:4]([CH2:17][C:18]([F:21])([F:20])[F:19])[C:5]1[CH:12]=[CH:11][C:8]([C:9]#[N:10])=[C:7]([C:13]([F:16])([F:15])[F:14])[CH:6]=1)[CH:2]=[CH2:3].Br[C:23]1[CH:28]=[CH:27][CH:26]=[CH:25][CH:24]=1>>[C:23]1([CH2:3][CH2:2][CH2:1][N:4]([CH2:17][C:18]([F:19])([F:20])[F:21])[C:5]2[CH:12]=[CH:11][C:8]([C:9]#[N:10])=[C:7]([C:13]([F:14])([F:15])[F:16])[CH:6]=2)[CH:28]=[CH:27][CH:26]=[CH:25][CH:24]=1. Reported procedure: Synthesized according to Example 84B from 4-[2-propen-1-yl(2,2,2-trifluoroethyl)amino]-2-(trifluoromethyl)benzonitrile and bromobenzene: MS (El) m/z 386 (M+, 6%), 281 (84%), 197 (100%), 170 (76%). Starting materials: BrC=1C=CC2=C(N(C=N2)C2CCNCC2)C1 (6-bromo-1-(piperidin-4-yl)-1H-benzo[d]imidazole), C(=O)(C)Cl (AcCl). Solvent: C(Cl)Cl (DCM), N1=CC=CC=C1 (pyridine). Reaction conditions: time 3 hour. The product is BrC=1C=CC2=C(N(C=N2)C2CCN(CC2)C(C)=O)C1 (1-(4-(6-bromo-1H-benzo[d]imidazol-1-yl)piperidin-1-yl)ethanone). RXN SMILES: [Br:1][C:2]1[CH:3]=[CH:4][C:5]2[N:9]=[CH:8][N:7]([CH:10]3[CH2:15][CH2:14][NH:13][CH2:12][CH2:11]3)[C:6]=2[CH:16]=1.[C:17](Cl)([CH3:19])=[O:18]>C(Cl)Cl.N1C=CC=CC=1>[Br:1][C:2]1[CH:3]=[CH:4][C:5]2[N:9]=[CH:8][N:7]([CH:10]3[CH2:11][CH2:12][N:13]([C:17](=[O:18])[CH3:19])[CH2:14][CH2:15]3)[C:6]=2[CH:16]=1. Reported procedure: To a solution of 6-bromo-1-(piperidin-4-yl)-1H-benzo[d]imidazole (50 mg, 0.178 mmol) in DCM (5 mL) in pyridine (5 mL) cooled by an ice-bath was added AcCl (14 mg, 0.178 mmol). The reaction mixture was stirred at room temperature for 3 h. The solvents were removed by concentration and the residue used for next step without further purification. Reactants: COC(CNC1=CC=C(C=C1)N1C(=NC(=C1)C1=C(C=C(C=C1)Cl)Cl)CC1=CC=C(C=C1)Br)=O ({4-[2-(4-Bromo-benzyl)-4-(2,4-dichloro-phenyl)-imidazol-1-yl]-phenylamino}-acetic acid methyl ester), C(CCCC)C1=CC=C(C=C1)B(O)O (4-n-pentylbenzene boronic acid). Yields the product COC(CNC1=CC=C(C=C1)N1C(=NC(=C1)C1=C(C=C(C=C1)Cl)Cl)CC1=CC=C(C=C1)C1=CC=C(C=C1)CCCCC)=O ({4-[4-(2,4-dichloro-phenyl)-2-(4′-pentyl-biphenyl-4-ylmethyl)-imidazol-1-yl]-phenylamino}-acetic acid methyl ester). As a reaction SMILES: [CH3:1][O:2][C:3](=[O:33])[CH2:4][NH:5][C:6]1[CH:11]=[CH:10][C:9]([N:12]2[CH:16]=[C:15]([C:17]3[CH:22]=[CH:21][C:20]([Cl:23])=[CH:19][C:18]=3[Cl:24])[N:14]=[C:13]2[CH2:25][C:26]2[CH:31]=[CH:30][C:29](Br)=[CH:28][CH:27]=2)=[CH:8][CH:7]=1.[CH2:34]([C:39]1[CH:44]=[CH:43][C:42](B(O)O)=[CH:41][CH:40]=1)[CH2:35][CH2:36][CH2:37][CH3:38]>>[CH3:1][O:2][C:3](=[O:33])[CH2:4][NH:5][C:6]1[CH:11]=[CH:10][C:9]([N:12]2[CH:16]=[C:15]([C:17]3[CH:22]=[CH:21][C:20]([Cl:23])=[CH:19][C:18]=3[Cl:24])[N:14]=[C:13]2[CH2:25][C:26]2[CH:31]=[CH:30][C:29]([C:42]3[CH:41]=[CH:40][C:39]([CH2:34][CH2:35][CH2:36][CH2:37][CH3:38])=[CH:44][CH:43]=3)=[CH:28][CH:27]=2)=[CH:8][CH:7]=1. Reported procedure: {4-[2-(4-Bromo-benzyl)-4-(2,4-dichloro-phenyl)-imidazol-1-yl]-phenylamino}-acetic acid methyl ester (1.8 g, 3.3 mmol) was coupled with 4-n-pentylbenzene boronic acid (769 m g, 4.0 mmol) according to general procedure G to give {4-[4-(2,4-dichloro-phenyl)-2-(4′-pentyl-biphenyl-4-ylmethyl)-imidazol-1-yl]-phenylamino}-acetic acid methyl ester. The reactants are O=C1C=C(Br)C(=O)O1, C1CCOC1, CC(=O)[O-], CCOCC, CN, [Na+]. RXN SMILES: [Br:1][C:2]1=[CH:7][C:6](=[O:8])[O:5][C:3]1=[O:4].[CH2:11]1[O:12][CH2:13][CH2:14][CH2:15]1.[CH3:17][C:18](=[O:19])[O-:20].[CH3:21][CH2:22][O:23][CH2:24][CH3:25].[CH3:9][NH2:10].[Na+:16]>>[Br:1][C:2]1=[CH:7][C:6](=[O:8])[N:10]([CH3:9])[C:3]1=[O:4]. Product: CN1C(=O)C=C(Br)C1=O.